From a dataset of the Open Reaction Database (ORD), a public repository of structured organic reaction records. describe an organic reaction: reactants, conditions, products, and yield The reactants are COc1cc2nccc(Oc3ccc(N)cc3)c2cc1OC, CCO, Cc1ccccc1, O=C(N=C=S)c1ccccc1. The product is COc1cc2nccc(Oc3ccc(NC(=S)NC(=O)c4ccccc4)cc3)c2cc1OC. Reaction SMILES: [CH3:1][O:2][c:3]1[cH:4][c:5]2[c:6]([O:15][c:16]3[cH:17][cH:18][c:19]([NH2:20])[cH:21][cH:22]3)[cH:7][cH:8][n:9][c:10]2[cH:11][c:12]1[O:13][CH3:14].[CH3:23][CH2:24][OH:25].[CH3:37][c:38]1[cH:39][cH:40][cH:41][cH:42][cH:43]1.[c:26]1([C:32](=[O:33])[N:34]=[C:35]=[S:36])[cH:27][cH:28][cH:29][cH:30][cH:31]1>>[CH3:1][O:2][c:3]1[cH:4][c:5]2[c:6]([O:15][c:16]3[cH:17][cH:18][c:19]([NH:20][C:35]([NH:34][C:32]([c:26]4[cH:27][cH:28][cH:29][cH:30][cH:31]4)=[O:33])=[S:36])[cH:21][cH:22]3)[cH:7][cH:8][n:9][c:10]2[cH:11][c:12]1[O:13][CH3:14]. Reactants: NC[C@@H]1[C@H]2C[C@H]2CN1C(=O)C=1N=C(SC1C=1C=C(C=CC1)C)C (((1S,2S,5R)-2-Aminomethyl-3-aza-bicyclo[3.1.0]hex-3-yl)-(2-methyl-5-m-tolyl-thiazol-4-yl)-methanone), CN1N=C(C(=C1)C(=O)O)C (1,3-Dimethyl-1H-pyrazole-4-carboxylic acid). Product: CC=1SC(=C(N1)C(=O)N1[C@@H]([C@H]2C[C@H]2C1)CNC(=O)C=1C(=NN(C1)C)C)C=1C=C(C=CC1)C (1,3-Dimethyl-1H-pyrazole-4-carboxylic Acid[(1S,2S,5R)-3-(2-methyl-5-m-tolyl-thiazole-4-carbonyl)-3-aza-bicyclo[3.1.0]hex-2-ylmethyl]-amide). RXN SMILES: [NH2:1][CH2:2][C@H:3]1[N:8]([C:9]([C:11]2[N:12]=[C:13]([CH3:23])[S:14][C:15]=2[C:16]2[CH:17]=[C:18]([CH3:22])[CH:19]=[CH:20][CH:21]=2)=[O:10])[CH2:7][C@H:6]2[C@@H:4]1[CH2:5]2.[CH3:24][N:25]1[CH:29]=[C:28]([C:30](O)=[O:31])[C:27]([CH3:33])=[N:26]1>>[CH3:23][C:13]1[S:14][C:15]([C:16]2[CH:17]=[C:18]([CH3:22])[CH:19]=[CH:20][CH:21]=2)=[C:11]([C:9]([N:8]2[CH2:7][C@H:6]3[C@H:4]([CH2:5]3)[C@H:3]2[CH2:2][NH:1][C:30]([C:28]2[C:27]([CH3:33])=[N:26][N:25]([CH3:24])[CH:29]=2)=[O:31])=[O:10])[N:12]=1. Procedure details: prepared by reaction of ((1S,2S,5R)-2-Aminomethyl-3-aza-bicyclo[3.1.0]hex-3-yl)-(2-methyl-5-m-tolyl-thiazol-4-yl)-methanone with 1,3-Dimethyl-1H-pyrazole-4-carboxylic acid. LC-MS (basic): tR=0.77 min; [M+H]+=450.5.